Dataset: the Open Reaction Database (ORD), a public repository of structured organic reaction records. Task: describe an organic reaction: reactants, conditions, products, and yield Reactants: [Na] (sodium), CO (methanol), C1(=CC=CC2=CC=CC=C12)CC#N (2-(1-naphthyl)acetonitrile), C(OC)(OC)=O (dimethyl carbonate). The product is C1(=CC=CC2=CC=CC=C12)C(C#N)C(=O)OC (2-(1-naphthyl)-2-(methoxycarbonyl)acetonitrile). As a reaction SMILES: [C:1]1([CH2:11][C:12]#[N:13])[C:10]2[C:5](=[CH:6][CH:7]=[CH:8][CH:9]=2)[CH:4]=[CH:3][CH:2]=1.[Na].CO.[C:17](=O)([O:20]C)[O:18][CH3:19]>>[C:1]1([CH:11]([C:17]([O:18][CH3:19])=[O:20])[C:12]#[N:13])[C:10]2[C:5](=[CH:6][CH:7]=[CH:8][CH:9]=2)[CH:4]=[CH:3][CH:2]=1 |^1:13|. Procedure details: 0.1 mol of 2-(1-naphthyl)acetonitrile is dissolved in 120 cm3 of dimethyl carbonate, and the solution is heated to reflux. 0.1 mol of sodium is then added in small portions over 30 min, during which time the methanol evaporates off. The reaction medium is kept refluxing for 1 hour, and the excess dimethyl carbonate is then evaporated off to dryness. The residue is taken up with 100 cm3 of an 18% solution of acetic acid in water.